Dataset: the Open Reaction Database (ORD), a public repository of structured organic reaction records. Task: describe an organic reaction: reactants, conditions, products, and yield Starting materials: O=C1Nc2ccc([N+](=O)[O-])cc2C1=C(Nc1ccc2c(c1)CCNC2)c1ccccc1, CC(=O)OC(C)=O, CC(=O)O, CCN(C(C)C)C(C)C, Cl, O. Product: CC(=O)N1CCc2cc(NC(=C3C(=O)Nc4ccc([N+](=O)[O-])cc43)c3ccccc3)ccc2C1. RXN SMILES: [CH2:1]1[NH:2][CH2:3][CH2:4][c:5]2[cH:6][c:7]([NH:11][C:12]([c:13]3[cH:14][cH:15][cH:16][cH:17][cH:18]3)=[C:19]3[C:20](=[O:31])[NH:21][c:22]4[cH:23][cH:24][c:25]([N+:28](=[O:29])[O-:30])[cH:26][c:27]43)[cH:8][cH:9][c:10]21.[CH3:33][C:34](=[O:35])[O:36][C:37](=[O:38])[CH3:39].[CH3:49][C:50](=[O:51])[OH:52].[CH:40]([N:41]([CH2:42][CH3:43])[CH:44]([CH3:45])[CH3:46])([CH3:47])[CH3:48].[ClH:32].[OH2:53]>>[CH2:1]1[N:2]([C:34]([CH3:33])=[O:35])[CH2:3][CH2:4][c:5]2[cH:6][c:7]([NH:11][C:12]([c:13]3[cH:14][cH:15][cH:16][cH:17][cH:18]3)=[C:19]3[C:20](=[O:31])[NH:21][c:22]4[cH:23][cH:24][c:25]([N+:28](=[O:29])[O-:30])[cH:26][c:27]43)[cH:8][cH:9][c:10]21. Reactants: C(CCCCCCC)NC1=CC=NC=C1 (4-octylaminopyridine), C(CCCCCCC)Br (octyl bromide). Run in CCOCC (ether). Run at temperature 125 celsius, time 1 day. Product: Br.C(CCCCCCC)N1C=CC(C=C1)=NCCCCCCCC (N-(1-octyl-4(1H)-pyridinylidene)octanamine monohydrobromide). Yield: 62.3%. RXN SMILES: [CH2:1]([NH:9][C:10]1[CH:15]=[CH:14][N:13]=[CH:12][CH:11]=1)[CH2:2][CH2:3][CH2:4][CH2:5][CH2:6][CH2:7][CH3:8].[CH2:16]([Br:24])[CH2:17][CH2:18][CH2:19][CH2:20][CH2:21][CH2:22][CH3:23]>CCOCC>[BrH:24].[CH2:16]([N:13]1[CH:14]=[CH:15][C:10](=[N:9][CH2:1][CH2:2][CH2:3][CH2:4][CH2:5][CH2:6][CH2:7][CH3:8])[CH:11]=[CH:12]1)[CH2:17][CH2:18][CH2:19][CH2:20][CH2:21][CH2:22][CH3:23] |f:3.4|. Procedure: A mixture of 4-octylaminopyridine (10 g., 0.048 mole) and octyl bromide (8 ml., 0.048 mole) was heated at 125° C. for 8 hr. on one day and for 4 more hr. on the next day. The resulting solid was slurried, first in ether, then in ether-tetrahydrofuran (2:1) and finally in tetrahydrofuran, collected by filtration, washed with ether on the filter, and dried (70° C., 0.1 mm.) affording N-(1-octyl-4(1H)-pyridinylidene)octanamine monohydrobromide (11.95 g., 83% yield, m.r. 108°-112° C.), which is the ... Reactants: CO, Cl, [Na+], [OH-], O, COC(=O)c1cccc2c1C=CCC2. Product: O=C(O)c1cccc2c1C=CCC2. Reaction SMILES: [CH3:18][OH:19].[ClH:17].[Na+:16].[OH-:15].[OH2:20].[c:1]1([C:11](=[O:12])[O:13][CH3:14])[cH:2][cH:3][cH:4][c:5]2[c:10]1[CH:9]=[CH:8][CH2:7][CH2:6]2>>[c:1]1([C:11](=[O:12])[OH:13])[cH:2][cH:3][cH:4][c:5]2[c:10]1[CH:9]=[CH:8][CH2:7][CH2:6]2.